describe an organic reaction: reactants, conditions, products, and yield From a dataset of the Open Reaction Database (ORD), a public repository of structured organic reaction records. Reactants: [N-]=[N+]=[N-] (azide), BrC(C(=O)OC)CCCCCCC(=O)OC (dimethyl 2-bromoazelate). The solvent is C(C)#N (acetonitrile). Yields the product N(=[N+]=[N-])C(C(=O)OC)CCCCCCC(=O)OC (Dimethyl 2-azidoazelate). Yield: 99.1%. As a reaction SMILES: [N-:1]=[N+:2]=[N-:3].Br[CH:5]([CH2:10][CH2:11][CH2:12][CH2:13][CH2:14][CH2:15][C:16]([O:18][CH3:19])=[O:17])[C:6]([O:8][CH3:9])=[O:7]>C(#N)C>[N:1]([CH:15]([CH2:14][CH2:13][CH2:12][CH2:11][CH2:10][CH2:5][C:6]([O:8][CH3:9])=[O:7])[C:16]([O:18][CH3:19])=[O:17])=[N+:2]=[N-:3]. Reported procedure: Soldium azide (4.87 g, 75 mmol) was added to a solution of dimethyl 2-bromoazelate (5.9 g, 20 mmol) prepared according to Auguston, M, et al; Acta Chim. Acad. Sci. Hung; 46:85 (1965) in acetonitrile, and the mixture was heated at reflux temperature for 4 h. The solvent was removed in vacuo, dichloromethane (80 ml) was added to the residue, and the mixture was washed with water. The organic phase was dried over sodium sulfate and the solvent was removed in vacuo to give the title compound as an o... The reactants are C(C(C)O)O (propylene glycol), C(OCC)([O-])[O-] (ethyl orthoformate), C(C)(=O)C=1C=C2C(CCC(C2=CC1)(C)C)(C)C (6-acetyl-1,1,4,4-tetra-methyl-tetralin). Reaction conditions: time 2 hour. Run in C1(=CC=CC=C1)C (toluene), C(C)O (ethanol), C(C)O (ethanol). Procedure details: Acetyl chloride (0.15 g) is added dropwise at room temperature to a mixture of 52.5 g (0.35 mol) of ethyl orthoformate, 30 g (0.13 mol) of 6-acetyl-1,1,4,4-tetra-methyl-tetralin and 18 ml of ethanol. The reaction is slightly exothermic, which results in a temperature increase from 20° C. to 28° C. The mixture is stirred at this temperature for 2 hours. The excess ethyl orthoformate and ethanol are removed by vacuum distillation (120° C./ 100 mm Hg). After this time the reaction mixture is cooled... Product: CC1(OCC(O1)C)C=1C=C2C(CCC(C2=CC1)(C)C)(C)C (2,4-Dimethyl-2-(1,1,4,4-tetramethyl-tetralin-6-yl)-1,3-dioxolane). Yield: 63.2%. Reagents/catalysts: C1(=CC=C(C=C1)S(=O)(=O)O)C (p-toluenesulphonic acid), C(C)(=O)Cl (Acetyl chloride). As a reaction SMILES: C([O-])([O-])OCC.[C:7]([C:10]1[CH:11]=[C:12]2[C:17](=[CH:18][CH:19]=1)[C:16]([CH3:21])([CH3:20])[CH2:15][CH2:14][C:13]2([CH3:23])[CH3:22])(=[O:9])[CH3:8].[CH2:24](O)[CH:25]([OH:27])[CH3:26]>C(Cl)(=O)C.C1(C)C=CC(S(O)(=O)=O)=CC=1.C(O)C.C1(C)C=CC=CC=1>[CH3:8][C:7]1([C:10]2[CH:11]=[C:12]3[C:17](=[CH:18][CH:19]=2)[C:16]([CH3:21])([CH3:20])[CH2:15][CH2:14][C:13]3([CH3:23])[CH3:22])[O:27][CH:25]([CH3:26])[CH2:24][O:9]1. The reactants are C(C1=CC=CC=C1)N1CC(CCC1)C(=O)C1=C2C(=NC=C1Cl)N(C=C2)[Si](C(C)C)(C(C)C)C(C)C ((1-benzylpiperidin-3-yl)(5-chloro-1-(triisopropylsilyl)-1H-pyrrolo[2,3-b]pyridin-4-yl)methanone), NN (hydrazine), CC(=O)O (AcOH). Run in CCO (EtOH). Product: C(C1=CC=CC=C1)N1CC(CCC1)C(C1=C2C(=NC=C1Cl)NC=C2)=NN (4-((1-benzylpiperidin-3-yl)(hydrazono)methyl)-5-chloro-1H-pyrrolo[2,3-b]pyridine). Isolated yield 99.5%. As a reaction SMILES: [CH2:1]([N:8]1[CH2:13][CH2:12][CH2:11][CH:10]([C:14]([C:16]2[C:21]([Cl:22])=[CH:20][N:19]=[C:18]3[N:23]([Si](C(C)C)(C(C)C)C(C)C)[CH:24]=[CH:25][C:17]=23)=O)[CH2:9]1)[C:2]1[CH:7]=[CH:6][CH:5]=[CH:4][CH:3]=1.[NH2:36][NH2:37].CC(O)=O>CCO>[CH2:1]([N:8]1[CH2:13][CH2:12][CH2:11][CH:10]([C:14](=[N:36][NH2:37])[C:16]2[C:21]([Cl:22])=[CH:20][N:19]=[C:18]3[NH:23][CH:24]=[CH:25][C:17]=23)[CH2:9]1)[C:2]1[CH:7]=[CH:6][CH:5]=[CH:4][CH:3]=1. Reported procedure: A mixture of (1-benzylpiperidin-3-yl)(5-chloro-1-(triisopropylsilyl)-1H-pyrrolo[2,3-b]pyridin-4-yl)methanone (1.45 g, 2.84 mmol), anhydrous hydrazine (0.273 g, 8.53 mmol) and AcOH (0.163 mL, 2.84 mmol) was heated in EtOH (35 mL) at reflux for about 16 h. The reaction mixture was cooled to room temperature, the solvent was removed under reduced pressure and the residue partitioned between saturated aqueous NaHCO3 (50 mL) and EtOAc (60 mL). The organic phase was washed with brine (40 mL) and conce... Reactants: CN(C)C=O, c1cc(CN(C2CCNCC2)C2CC2)ccn1, CC(C)NC(C)C, O=C(Cl)Oc1ccc(Oc2ccc(C(F)(F)F)cn2)cc1. Yields the product O=C(Oc1ccc(Oc2ccc(C(F)(F)F)cn2)cc1)N1CCC(N(Cc2ccncc2)C2CC2)CC1. As a reaction SMILES: [CH3:46][N:47]([CH3:48])[CH:49]=[O:50].[CH:1]1([N:4]([CH2:5][c:6]2[cH:7][cH:8][n:9][cH:10][cH:11]2)[CH:12]2[CH2:13][CH2:14][NH:15][CH2:16][CH2:17]2)[CH2:2][CH2:3]1.[CH:39]([NH:40][CH:41]([CH3:42])[CH3:43])([CH3:44])[CH3:45].[Cl:18][C:19](=[O:20])[O:21][c:22]1[cH:23][cH:24][c:25]([O:28][c:29]2[n:30][cH:31][c:32]([C:35]([F:36])([F:37])[F:38])[cH:33][cH:34]2)[cH:26][cH:27]1>>[CH:1]1([N:4]([CH2:5][c:6]2[cH:7][cH:8][n:9][cH:10][cH:11]2)[CH:12]2[CH2:13][CH2:14][N:15]([C:19](=[O:20])[O:21][c:22]3[cH:23][cH:24][c:25]([O:28][c:29]4[n:30][cH:31][c:32]([C:35]([F:36])([F:37])[F:38])[cH:33][cH:34]4)[cH:26][cH:27]3)[CH2:16][CH2:17]2)[CH2:2][CH2:3]1. Reactants: IC (iodomethane), ClC1=CC2=C(NC=3SC(=CC3C(N2)=S)C)C=C1 (7-chloro-2-methyl-4,9-dihydro-3-thia-4,9-diaza-benzo[f]azulene-10-thione), CN(C)C=O (DMF), C([O-])([O-])=O.[K+].[K+] (potassium carbonate). The solvent is CC(C)(C)OC (MTBE). Conditions: time 15 minute. Product: ClC1=CC2=C(NC=3SC(=CC3C(=N2)SC)C)C=C1 (7-Chloro-2-methyl-10-methylsulfanyl-4H-3-thia-4,9-diaza-benzo[f]azulene). Isolated yield 96.7%. RXN SMILES: [Cl:1][C:2]1[CH:17]=[CH:16][C:5]2[NH:6][C:7]3[S:8][C:9]([CH3:15])=[CH:10][C:11]=3[C:12](=[S:14])[NH:13][C:4]=2[CH:3]=1.[CH3:18]N(C=O)C.C(=O)([O-])[O-].[K+].[K+].IC>CC(OC)(C)C>[Cl:1][C:2]1[CH:17]=[CH:16][C:5]2[NH:6][C:7]3[S:8][C:9]([CH3:15])=[CH:10][C:11]=3[C:12]([S:14][CH3:18])=[N:13][C:4]=2[CH:3]=1 |f:2.3.4|. Procedure: Stir 7-chloro-2-methyl-4,9-dihydro-3-thia-4,9-diaza-benzo[f]azulene-10-thione (59.1 g, 0.210 mol) and DMF (236.4 mL) under nitrogen for 15 minutes at ambient temperature. Add powdered potassium carbonate (61.1 g, 0.442 mol); stir 15 minutes at ambient temperature. Add iodomethane (26.2 mL, 0.421 mol) and stir 2.5 hours at ambient temperature. Add MTBE (591 mL) and stir 15 minutes at ambient temperature. Filter and rinse solids with MTBE (59.1 mL). Wash the organic filtrate with water (3×591 mL),... The reactants are C(C)(C)C1=NC=2C(=NC3=C(NC2S1)C=CC=C3)N3CC(NCC3)CCO (2-[4-(2-Isopropyl-4H-3-thia-1,4,9-triaza-benzo[f]azulen-10-yl)-piperazin-2-yl]-ethanol), C=O (formaldehyde), C(C)(=O)O[BH-](OC(C)=O)OC(C)=O.[Na+] (sodium triacetoxyborohydride). The solvent is ClC(C)Cl (dichloroethane), C([O-])(O)=O.[Na+] (sodium bicarbonate). Yields the product C(C)(C)C1=NC=2C(=NC3=C(NC2S1)C=CC=C3)N3C[C@@H](N(CC3)C)CCO ((S)-2-[4(2-isopropyl-4H-3-thia-1,4,9-triazabenzo[f]azulen-10-yl)-1-methylpiperazin-2-yl]ethanol). The yield is 35.3%. RXN SMILES: [CH:1]([C:4]1[S:13][C:12]2[NH:11][C:10]3[CH:14]=[CH:15][CH:16]=[CH:17][C:9]=3[N:8]=[C:7]([N:18]3[CH2:23][CH2:22][NH:21][CH:20]([CH2:24][CH2:25][OH:26])[CH2:19]3)[C:6]=2[N:5]=1)([CH3:3])[CH3:2].C=O.[C:29](O[BH-](OC(=O)C)OC(=O)C)(=O)C.[Na+]>ClC(Cl)C.C(=O)(O)[O-].[Na+]>[CH:1]([C:4]1[S:13][C:12]2[NH:11][C:10]3[CH:14]=[CH:15][CH:16]=[CH:17][C:9]=3[N:8]=[C:7]([N:18]3[CH2:23][CH2:22][N:21]([CH3:29])[C@@H:20]([CH2:24][CH2:25][OH:26])[CH2:19]3)[C:6]=2[N:5]=1)([CH3:3])[CH3:2] |f:2.3,5.6|. Procedure details: Combine 2-[4-(2-Isopropyl-4H-3-thia-1,4,9-triaza-benzo[f]azulen-10-yl)-piperazin-2-yl]-ethanol (0.161 g, 0.433 mmol), formaldehyde (46 μL, 0.563 mmol, 37%), and sodium triacetoxyborohydride (0.138 g, 0.650 mmol) in dichloroethane (15 mL) and stir at room temperature overnight. Dilute the mixture with saturated sodium bicarbonate and extract three times with methylene chloride. Combine the organic layers, dry over sodium sulfate and concentrate under reduced pressure to give the crude product. Pu... The reactants are ClCC(=O)NCC1=CC(=C2CCC(C2=C1O)=O)C (6-chloroacetylaminomethyl-2,3-dihydro-7-hydroxy-4-methyl-1H-indene-1-one), Cl.NO (hydroxylamine hydrochloride), N1=CC=CC=C1 (pyridine), C(C)O (ethanol). Run in O (water). The product is [Cl-].OC=1C(=CC(=C2CCC(C12)=NO)C)CNC(=O)C[N+]1=CC=CC=C1 ((2,3-dihydro-7-hydroxy-1-hydroxyimino-4-methyl-1H-indene-6-yl)methylaminocarbonylmethylpyridinium chloride). Reaction SMILES: [Cl:1][CH2:2][C:3]([NH:5][CH2:6][C:7]1[C:15]([OH:16])=[C:14]2[C:10]([CH2:11][CH2:12][C:13]2=O)=[C:9]([CH3:18])[CH:8]=1)=[O:4].Cl.[NH2:20][OH:21].[N:22]1[CH:27]=[CH:26][CH:25]=[CH:24][CH:23]=1.C(O)C>O>[Cl-:1].[OH:16][C:15]1[C:7]([CH2:6][NH:5][C:3]([CH2:2][N+:22]2[CH:27]=[CH:26][CH:25]=[CH:24][CH:23]=2)=[O:4])=[CH:8][C:9]([CH3:18])=[C:10]2[C:14]=1[C:13](=[N:20][OH:21])[CH2:12][CH2:11]2 |f:1.2,6.7|. Procedure: 200 Grams of 6-chloroacetylaminomethyl-2,3-dihydro-7-hydroxy-4-methyl-1H-indene-1-one, 77.9 g of hydroxylamine hydrochloride, 300 ml of pyridine and 1,800 ml of ethanol were refluxed for 3 hours. After the reaction was completed, the solvent was removed by evaporation under a reduced pressure, then to the residue thus obtained was added 2 liters of water and the mixture was stirred vigorously, cooled and crystallized. The crystals were collected by filtration, washed with water, and recrystalliz... Reactants: C(C1=CC=CC=C1)(=O)CC(C1=CC=CC=C1)=O (dibenzoylmethane), [H][H] (hydrogen). The reagents and catalysts are [Pd] (palladium on carbon). Solvent: C(C)(=O)OCC (ethyl acetate), S(O)(O)(=O)=O (sulfuric acid). Conditions: time 2 hour. Yields the product C1(=CC=CC=C1)CCCC1=CC=CC=C1 (1,3-diphenylpropane). The yield is 86.1%. Reaction SMILES: [C:1]([CH2:9][C:10](=O)[C:11]1[CH:16]=[CH:15][CH:14]=[CH:13][CH:12]=1)(=O)[C:2]1[CH:7]=[CH:6][CH:5]=[CH:4][CH:3]=1.[H][H]>[Pd].C(OCC)(=O)C.S(=O)(=O)(O)O>[C:2]1([CH2:1][CH2:9][CH2:10][C:11]2[CH:12]=[CH:13][CH:14]=[CH:15][CH:16]=2)[CH:7]=[CH:6][CH:5]=[CH:4][CH:3]=1. Procedure: A mixture of dibenzoylmethane (100 g) and 5% palladium on carbon (10.0 g) in ethyl acetate (600 ml) and concentrated sulfuric acid (15 ml) was hydrogenated at a hydrogen pressure of 60 psi and at room temperature. After 2 hours, the reaction was allowed to cool to room temperature. Reaction mixture filtered through talc. The filtrate was treated with water (2×250 ml) and phases separated. The organic phase was treated with saturated aqueous sodium bicarbonate (250 ml). The organic phase was drie... Starting materials: COC=1C=C2CCC(C2=CC1OC)=O (5,6-dimethoxy-1-indanone), C(C=C)Br (allyl bromide). Yields the product C(C=C)C1C(C2=CC(=C(C=C2C1)OC)OC)=O (2-allyl-5,6-dimethoxy-indan-1-one). RXN SMILES: [CH3:1][O:2][C:3]1[CH:4]=[C:5]2[C:9](=[CH:10][C:11]=1[O:12][CH3:13])[C:8](=[O:14])[CH2:7][CH2:6]2.[CH2:15](Br)[CH:16]=[CH2:17]>>[CH2:17]([CH:7]1[CH2:6][C:5]2[C:9](=[CH:10][C:11]([O:12][CH3:13])=[C:3]([O:2][CH3:1])[CH:4]=2)[C:8]1=[O:14])[CH:16]=[CH2:15]. Procedure: The title compound 78 is prepared according to the procedure reported in step A of Example 17 with 5,6-dimethoxy-1-indanone (1 g, 5.2 mmol) and allyl bromide (0.86 mL, 7.17 mmol) as reactants. Purification by column chromatography on SiO2 (Petroleum Ether/EtOAc=2:1) afford the title compound 78 as a colorless oil. (Yield 0.5 g, 46%). The reactants are C1(CC1)NC(C1=CC(=C(C=C1)C)C=1C=C2C=CNC(C2=CC1)=O)=O (N-Cyclopropyl-4-methyl-3-(1-oxo-1,2-dihydro-isoquinolin-6-yl)-benzamide), BrCC1CCC1 ((bromomethyl)cyclobutane). Yields the product C1(CCC1)CN1C(C2=CC=C(C=C2C=C1)C=1C=C(C(=O)NC2CC2)C=CC1C)=O (3-(2-(Cyclobutylmethyl)-1-oxo-1,2-dihydroisoquinolin-6-yl)-N-cyclopropyl-4-methylbenzamide). As a reaction SMILES: [CH:1]1([NH:4][C:5](=[O:24])[C:6]2[CH:11]=[CH:10][C:9]([CH3:12])=[C:8]([C:13]3[CH:14]=[C:15]4[C:20](=[CH:21][CH:22]=3)[C:19](=[O:23])[NH:18][CH:17]=[CH:16]4)[CH:7]=2)[CH2:3][CH2:2]1.Br[CH2:26][CH:27]1[CH2:30][CH2:29][CH2:28]1>>[CH:27]1([CH2:26][N:18]2[CH:17]=[CH:16][C:15]3[C:20](=[CH:21][CH:22]=[C:13]([C:8]4[CH:7]=[C:6]([CH:11]=[CH:10][C:9]=4[CH3:12])[C:5]([NH:4][CH:1]4[CH2:2][CH2:3]4)=[O:24])[CH:14]=3)[C:19]2=[O:23])[CH2:30][CH2:29][CH2:28]1. Procedure details: The title compound was prepared as a solid according to the method of Example 123 using the product of Example 11 and (bromomethyl)cyclobutane.